From a dataset of the Open Reaction Database (ORD), a public repository of structured organic reaction records. describe an organic reaction: reactants, conditions, products, and yield The reactants are CCCCCCCCCCCCCC(=O)Nc1ccc(Cl)c(Nc2cc(=O)n(-c3c(Cl)cc(Cl)cc3Cl)[nH]2)c1, I, O, c1ccncc1. Yields the product CCCCCCCCCCCCCC(=O)Nc1ccc(Cl)c(Nc2nn(-c3c(Cl)cc(Cl)cc3Cl)c(=O)[c-]2-[n+]2ccccc2)c1. RXN SMILES: [Cl:1][c:2]1[c:3](-[n:10]2[nH:11][c:12]([NH:16][c:17]3[c:18]([Cl:39])[cH:19][cH:20][c:21]([NH:23][C:24]([CH2:25][CH2:26][CH2:27][CH2:28][CH2:29][CH2:30][CH2:31][CH2:32][CH2:33][CH2:34][CH2:35][CH2:36][CH3:37])=[O:38])[cH:22]3)[cH:13][c:14]2=[O:15])[c:4]([Cl:9])[cH:5][c:6]([Cl:8])[cH:7]1.[I:40].[OH2:47].[cH:41]1[cH:42][cH:43][n:44][cH:45][cH:46]1>>[Cl:1][c:2]1[c:3](-[n:10]2[n:11][c:12]([NH:16][c:17]3[c:18]([Cl:39])[cH:19][cH:20][c:21]([NH:23][C:24]([CH2:25][CH2:26][CH2:27][CH2:28][CH2:29][CH2:30][CH2:31][CH2:32][CH2:33][CH2:34][CH2:35][CH2:36][CH3:37])=[O:38])[cH:22]3)[c-:13](-[n+:44]3[cH:43][cH:42][cH:41][cH:46][cH:45]3)[c:14]2=[O:15])[c:4]([Cl:9])[cH:5][c:6]([Cl:8])[cH:7]1. Reactants: ICC[C@@H](C(=O)OC)NNC(=O)OCC1=CC=CC=C1 (phenylmethyl 2-{(1S)-3-iodo-1-[(methyloxy)carbonyl]propyl}hydrazinecarboxylate), C(=O)([O-])[O-].[K+].[K+] (K2CO3). Solvent: CC#N (CH3CN). Run at time 8 hour. The product is N1(N[C@@H](CC1)C(=O)OC)C(=O)OCC1=CC=CC=C1 (3-methyl 1-(phenylmethyl) (3S)-1,3-pyrazolidinedicarboxylate). Yield: 121.9%. As a reaction SMILES: I[CH2:2][CH2:3][C@H:4]([NH:9][NH:10][C:11]([O:13][CH2:14][C:15]1[CH:20]=[CH:19][CH:18]=[CH:17][CH:16]=1)=[O:12])[C:5]([O:7][CH3:8])=[O:6].C([O-])([O-])=O.[K+].[K+]>CC#N>[N:10]1([C:11]([O:13][CH2:14][C:15]2[CH:20]=[CH:19][CH:18]=[CH:17][CH:16]=2)=[O:12])[CH2:2][CH2:3][C@@H:4]([C:5]([O:7][CH3:8])=[O:6])[NH:9]1 |f:1.2.3|. Procedure details: To a solution of phenylmethyl 2-{(1S)-3-iodo-1-[(methyloxy)carbonyl]propyl}hydrazinecarboxylate (3.38 g, 8.6 mmol) in CH3CN (500 mL) was added K2CO3 (2.38 g, 17.2 mmol), and the mixture was stirred overnight at rt. LC-MS showed that all starting material was consumed. The mixture was filtered, and the filtrate was concentrated to provide the crude 3-methyl 1-(phenylmethyl) (3S)-1,3-pyrazolidinedicarboxylate as an oil (2.77 g, 100%) without further purification. Procedure details: The titled compound was prepared from 3-ethyl-6-(trifluoromethyl)benzothiophen-2-carboxaldehyde [WO 2005077926] (185 mg, 0.716 mmol) and methyl 3-(4-acetyl-2-methylphenyl)acrylate (156 mg, 0.715 mmol) in a procedure similar to that of Example 7 (1) as a yellow crystal (186 mg, yield 57%). Yields the product C(C)C1=C(SC2=C1C=CC(=C2)C(F)(F)F)C=CC(=O)C2=CC(=C(C=C2)C=CC(=O)OC)C (Methyl 3-[4-[3-[3-ethyl-6-(trifluoromethyl)benzothiophen-2-yl]propenoyl]-2-methylphenyl]acrylate). Reaction SMILES: [CH2:1]([C:3]1[C:7]2[CH:8]=[CH:9][C:10]([C:12]([F:15])([F:14])[F:13])=[CH:11][C:6]=2[S:5][C:4]=1[CH:16]=O)[CH3:2].[C:18]([C:21]1[CH:26]=[CH:25][C:24]([CH:27]=[CH:28][C:29]([O:31][CH3:32])=[O:30])=[C:23]([CH3:33])[CH:22]=1)(=[O:20])[CH3:19]>>[CH2:1]([C:3]1[C:7]2[CH:8]=[CH:9][C:10]([C:12]([F:13])([F:14])[F:15])=[CH:11][C:6]=2[S:5][C:4]=1[CH:16]=[CH:19][C:18]([C:21]1[CH:26]=[CH:25][C:24]([CH:27]=[CH:28][C:29]([O:31][CH3:32])=[O:30])=[C:23]([CH3:33])[CH:22]=1)=[O:20])[CH3:2]. Reactants: C(C)C1=C(SC2=C1C=CC(=C2)C(F)(F)F)C=O (3-ethyl-6-(trifluoromethyl)benzothiophen-2-carboxaldehyde), C(C)(=O)C1=CC(=C(C=C1)C=CC(=O)OC)C (methyl 3-(4-acetyl-2-methylphenyl)acrylate), Example 7 ( 1 ). Product: COc1nc(O)nc(O)c1[N+](=O)[O-]. RXN SMILES: [OH2:20].[OH:10][c:11]1[n:12][c:13]([O:18][CH3:19])[cH:14][c:15]([OH:17])[n:16]1.[OH:1][N+:2]([O-:3])=[O:4].[S:5](=[O:6])(=[O:7])([OH:8])[OH:9]>>[O-:1][N+:2](=[O:4])[c:14]1[c:13]([O:18][CH3:19])[n:12][c:11]([OH:10])[n:16][c:15]1[OH:17]. Starting materials: O, COc1cc(O)nc(O)n1, O=[N+]([O-])O, O=S(=O)(O)O. Starting materials: CC(Cl)c1cccnc1, OC%12=CC%13=C(C=C%12)C(C)=C(C)O%13. Reagents/catalysts: O=C([O-])[O-].[Cs+].[Cs+] (cesium carbonate), [I-].[K+] (potassium iodide). Run in CN(C)C=O (DMF), CN(C)C=O (dmf), CN(C)C=O (DMF). Run at temperature 70 celsius, time 16 hour. Yields the product CC(C%17=CC=CN=C%17)OC%18=CC%19=C(C=C%18)C(C)=C(C)O%19. Reactants: COc1ccc(CC(NC(=O)c2ccccc2)c2cccnc2)cc1OC, O=P(Cl)(Cl)Cl. Product: COc1cc2c(cc1OC)C(c1ccccc1)=NC(c1cccnc1)C2. RXN SMILES: [CH3:1][O:2][c:3]1[cH:4][c:5]([CH2:11][CH:12]([c:13]2[cH:14][n:15][cH:16][cH:17][cH:18]2)[NH:19][C:20]([c:21]2[cH:22][cH:23][cH:24][cH:25][cH:26]2)=[O:27])[cH:6][cH:7][c:8]1[O:9][CH3:10].[P:28]([Cl:29])([Cl:30])([Cl:31])=[O:32]>>[CH3:1][O:2][c:3]1[cH:4][c:5]2[c:6]([cH:7][c:8]1[O:9][CH3:10])[C:20]([c:21]1[cH:22][cH:23][cH:24][cH:25][cH:26]1)=[N:19][CH:12]([c:13]1[cH:14][n:15][cH:16][cH:17][cH:18]1)[CH2:11]2. Starting materials: COc1ccc(C(=O)O)cc1, CCO, Nc1ccc2ccc(Oc3ccccc3F)nc2n1, O. Yields the product COc1ccc(C(=O)Nc2ccc3ccc(Oc4ccccc4F)nc3n2)cc1. RXN SMILES: [CH3:1][O:2][c:3]1[cH:4][cH:5][c:6]([C:9]([OH:10])=[O:11])[cH:7][cH:8]1.[CH3:31][CH2:32][OH:33].[NH2:12][c:13]1[n:14][c:15]2[n:16][c:17]([O:23][c:24]3[c:25]([F:30])[cH:26][cH:27][cH:28][cH:29]3)[cH:18][cH:19][c:20]2[cH:21][cH:22]1.[OH2:34]>>[CH3:1][O:2][c:3]1[cH:4][cH:5][c:6]([C:9](=[O:11])[NH:12][c:13]2[n:14][c:15]3[n:16][c:17]([O:23][c:24]4[c:25]([F:30])[cH:26][cH:27][cH:28][cH:29]4)[cH:18][cH:19][c:20]3[cH:21][cH:22]2)[cH:7][cH:8]1. The reactants are [H-].[Na+] (sodium hydride), O (water), C(C)OP(=O)(OCC)CC(=O)OCC (ethyl diethylphosphonoacetate), CC(C)N1CCCC2=CC(=CC=C12)C(C)=O (1-[1-(1-methylethyl)-1,2,3,4-tetra-hydroquinolin-6-yl]ethanone). Solvent: CN(C=O)C (N,N-dimethylformamide). Reaction conditions: time 1 hour. Product: CC(C)N1CCCC2=CC(=CC=C12)/C(=C/C(=O)OCC)/C (Ethyl (E)-3-[1-(1-methylethyl)-1,2,3,4-tetrahydroquinolin-6-yl]-2-butenoate). Isolated yield 55.7%. Reaction SMILES: [H-].[Na+].C(OP([CH2:11][C:12]([O:14][CH2:15][CH3:16])=[O:13])(OCC)=O)C.[CH3:17][CH:18]([N:20]1[C:29]2[C:24](=[CH:25][C:26]([C:30](=O)[CH3:31])=[CH:27][CH:28]=2)[CH2:23][CH2:22][CH2:21]1)[CH3:19].O>CN(C)C=O>[CH3:19][CH:18]([N:20]1[C:29]2[C:24](=[CH:25][C:26](/[C:30](/[CH3:31])=[CH:11]/[C:12]([O:14][CH2:15][CH3:16])=[O:13])=[CH:27][CH:28]=2)[CH2:23][CH2:22][CH2:21]1)[CH3:17] |f:0.1|. Procedure details: 2.0 g (60%, 51 mmol) of sodium hydride was suspended in 10 ml of N,N-dimethylformamide, and 11.3 g (51 mmol) of ethyl diethylphosphonoacetate was dropped into the suspension under cooling with ice. The obtained mixture was stirred at room temperature for one hour, followed by the addition of 5.5 g (25 mmol) of 1-[1-(1-methylethyl)-1,2,3,4-tetra-hydroquinolin-6-yl]ethanone. The obtained mixture was stirred at 60° C. for 48 hours, followed by the addition of water. The mixture thus obtained was ex... The reactants are CCc1ccc(OB([O-])[O-])cc1, CCOC(=O)C1=Cc2cc(Br)ccc2OCC1, O=C([O-])[O-], CCO, [K+], [K+], O, Cc1ccccc1. Yields the product CCOC(=O)C1=Cc2cc(-c3ccc(CC)cc3)ccc2OCC1. As a reaction SMILES: [B:18]([O-:19])([O-:28])[O:29][c:20]1[cH:21][cH:22][c:23]([CH2:26][CH3:27])[cH:24][cH:25]1.[Br:1][c:2]1[cH:3][cH:4][c:5]2[c:6]([cH:17]1)[CH:7]=[C:8]([C:12](=[O:13])[O:14][CH2:15][CH3:16])[CH2:9][CH2:10][O:11]2.[C:30](=[O:31])([O-:32])[O-:33].[CH2:37]([OH:38])[CH3:39].[K+:34].[K+:35].[OH2:36].[c:40]1([CH3:41])[cH:42][cH:43][cH:44][cH:45][cH:46]1>>[c:2]1(-[c:20]2[cH:21][cH:22][c:23]([CH2:26][CH3:27])[cH:24][cH:25]2)[cH:3][cH:4][c:5]2[c:6]([cH:17]1)[CH:7]=[C:8]([C:12](=[O:13])[O:14][CH2:15][CH3:16])[CH2:9][CH2:10][O:11]2. Yields the product CC(=O)OC1Cc2cccc([N+](=O)[O-])c2C1. The reactants are C1CCOC1, CC(C)=C(C)C, CC(=O)OC(C)=O, Cc1ccccc1, O=[N+]([O-])c1cccc2c1CC=C2, [Na+], [OH-], O, OO, c1ccncc1. Reaction SMILES: [CH2:30]1[O:31][CH2:32][CH2:33][CH2:34]1.[CH3:1][C:2](=[C:3]([CH3:4])[CH3:5])[CH3:6].[CH3:23][C:24](=[O:25])[O:26][C:27](=[O:28])[CH3:29].[CH3:35][c:36]1[cH:37][cH:38][cH:39][cH:40][cH:41]1.[N+:7](=[O:8])([O-:9])[c:10]1[cH:11][cH:12][cH:13][c:14]2[c:18]1[CH2:17][CH:16]=[CH:15]2.[Na+:20].[OH-:19].[OH2:48].[OH:21][OH:22].[cH:42]1[cH:43][cH:44][n:45][cH:46][cH:47]1>>[N+:7](=[O:8])([O-:9])[c:10]1[cH:11][cH:12][cH:13][c:14]2[c:18]1[CH2:17][CH:16]([O:26][C:24]([CH3:23])=[O:25])[CH2:15]2.